From a dataset of the Open Reaction Database (ORD), a public repository of structured organic reaction records. describe an organic reaction: reactants, conditions, products, and yield Solvent: C1CCOC1 (THF). RXN SMILES: C([O:4][C:5]([CH2:7][CH2:8][C:9]1[CH:14]=[CH:13][CH:12]=[CH:11][CH:10]=1)=[CH2:6])(=O)C.[H][H].C(OC(CCC1C=CC=CC=1)C)(=O)C.C(Cl)(Cl)Cl>C1COCC1.F[B-](F)(F)F.C1([Rh+]C2CCCCC=CC=2)CCCCC=CC=1>[C:9]1([CH2:8][CH2:7][CH:5]([OH:4])[CH3:6])[CH:14]=[CH:13][CH:12]=[CH:11][CH:10]=1 |f:5.6|. The reagents and catalysts are F[B-](F)(F)F.C1(=CC=CCCCC1)[Rh+]C1=CC=CCCCC1 (bis(cyclooctadienyl)rhodium tetrafluoroborate). Starting materials: R,R-1,2-bis(2,5-dimethylphospholano)benzene, C(C)(=O)OC(C)CCC1=CC=CC=C1 (4-phenyl-2-butyl acetate), C(C)(=O)OC(C)CCC1=CC=CC=C1 (4-phenyl-2-butyl acetate), C(Cl)(Cl)Cl (CHCl3), C(C)(=O)OC(=C)CCC1=CC=CC=C1 (4-phenylbut-1-en-2-yl acetate), [H][H] (hydrogen). The product is C1(=CC=CC=C1)CCC(C)O (4-phenyl-2-butanol). Reported procedure: This reaction was performed as in Example 1 with bis(cyclooctadienyl)rhodium tetrafluoroborate (20 mg; 0.05 mmol; 0.02 equiv), R,R-1,2-bis(2,5-dimethylphospholano)benzene (6, R"=CH3 ; 18 mg; 0.06 mmol; 0.024 equiv) and 4-phenylbut-1-en-2-yl acetate (476 mg; 2.5 mmol) in 20 mL of degassed THF until hydrogen uptake ceased (1.5 h) to afford 0.51 g of crude product. 1H NMR analysis indicated 4-phenyl-2-butyl acetate as the sole product, and chiral GC analysis and comparison to racemate indicated 77%...